This data is from the Open Reaction Database (ORD), a public repository of structured organic reaction records. The task is: describe an organic reaction: reactants, conditions, products, and yield Starting materials: CN(C)P(=O)(N(C)C)N(C)C, N#C[Cu], Nc1nc(Nc2ccc(N3CCOCC3)cc2)nn1-c1ccc(I)cc1F, O. Reaction SMILES: [CH3:32][N:33]([CH3:34])[P:35]([N:36]([CH3:37])[CH3:38])([N:39]([CH3:40])[CH3:41])=[O:42].[Cu:28][C:29]#[N:30].[F:1][c:2]1[c:3](-[n:9]2[n:10][c:11]([NH:15][c:16]3[cH:17][cH:18][c:19]([N:22]4[CH2:23][CH2:24][O:25][CH2:26][CH2:27]4)[cH:20][cH:21]3)[n:12][c:13]2[NH2:14])[cH:4][cH:5][c:6]([I:8])[cH:7]1.[OH2:31]>>[F:1][c:2]1[c:3](-[n:9]2[n:10][c:11]([NH:15][c:16]3[cH:17][cH:18][c:19]([N:22]4[CH2:23][CH2:24][O:25][CH2:26][CH2:27]4)[cH:20][cH:21]3)[n:12][c:13]2[NH2:14])[cH:4][cH:5][c:6]([C:29]#[N:30])[cH:7]1. Yields the product N#Cc1ccc(-n2nc(Nc3ccc(N4CCOCC4)cc3)nc2N)c(F)c1. Starting materials: OC(CCCC1=CC=CC=C1)C1=COC=C1 (3-(1-hydroxy-4-phenylbutyl)-furan), C(C)(=O)OC(C)=O (acetic anhydride). Reagents/catalysts: N1=CC=CC=C1 (pyridine). Yields the product C(C)(=O)OC(CCCC1=CC=CC=C1)C1=COC=C1 (3-(1-acetoxy-4-phenylbutyl)furan). As a reaction SMILES: [OH:1][CH:2]([C:12]1[CH:16]=[CH:15][O:14][CH:13]=1)[CH2:3][CH2:4][CH2:5][C:6]1[CH:11]=[CH:10][CH:9]=[CH:8][CH:7]=1.[C:17](OC(=O)C)(=[O:19])[CH3:18]>N1C=CC=CC=1>[C:17]([O:1][CH:2]([C:12]1[CH:16]=[CH:15][O:14][CH:13]=1)[CH2:3][CH2:4][CH2:5][C:6]1[CH:11]=[CH:10][CH:9]=[CH:8][CH:7]=1)(=[O:19])[CH3:18]. Procedure: A solution of 3-(1-hydroxy-4-phenylbutyl)-furan (0.167 g., 0.772 mmol), acetic anhydride (1 ml, excess) and pyridine (3 to 4 drops, excess), was stirred at room temperature until no starting material remained (as monitored by TLC). The reaction mixture was then partitioned between ethyl ether and a 5% ammonium chloride solution. The organic portion was washed repeatedly with saturated sodium bicarbonate solution, aqueous cupric sulfate solution, water, saturated sodium chloride solution, dried o... Reactants: NC1=C(C=CC=C1)S(=O)(=O)C1=C(C(=O)O)C=CC=C1 (2-(2-aminophenylsulfuryl)benzoic acid), S(O)(O)(=O)=O (sulfuric acid). Solvent: C=1(C(=CC=CC1)C)C (xylene). The product is C1=CC=CC2=C1C(NC1=C(S2)C=CC=C1)=O (10H-dibenzo[b,f][1,4]thiazepin-11-one). The yield is 91.2%. Reaction SMILES: [NH2:1][C:2]1[CH:7]=[CH:6][CH:5]=[CH:4][C:3]=1[S:8]([C:11]1[CH:19]=[CH:18][CH:17]=[CH:16][C:12]=1[C:13](O)=[O:14])(=O)=O.S(=O)(=O)(O)O>C1(C)C(C)=CC=CC=1>[CH:16]1[C:12]2[C:13](=[O:14])[NH:1][C:2]3[CH:7]=[CH:6][CH:5]=[CH:4][C:3]=3[S:8][C:11]=2[CH:19]=[CH:18][CH:17]=1. Reported procedure: 2-(2-aminophenylsulfuryl)benzoic acid (30 g, 0.122 mol) obtained in Example 5, sulfuric acid (0.15 g), and xylene (100 ml) were placed into a 0.5 L reactor, and then refluxed at 145–150° C. for six hours. The resultants were cooled to room temperature, after which the produced solid was filtered and washed with methanol. The solid was dried under reduced pressure, to give 10H-dibenzo[b,f][1,4]thiazepin-11-one (25.3 g), as the yield of 91%. Reactants: Cc1cc(C2CCCCC2)ccc1NC(=O)CBr, O=C([O-])O, COCCNCc1ccc(OC(C)(C)C(=O)OC(C)(C)C)cc1, CN(C)C=O, [Na+], O. The product is COCCN(CC(=O)Nc1ccc(C2CCCCC2)cc1C)Cc1ccc(OC(C)(C)C(=O)OC(C)(C)C)cc1. As a reaction SMILES: [Br:24][CH2:25][C:26](=[O:27])[NH:28][c:29]1[c:30]([CH3:41])[cH:31][c:32]([CH:35]2[CH2:36][CH2:37][CH2:38][CH2:39][CH2:40]2)[cH:33][cH:34]1.[C:42](=[O:43])([OH:44])[O-:45].[CH3:1][O:2][CH2:3][CH2:4][NH:5][CH2:6][c:7]1[cH:8][cH:9][c:10]([O:11][C:12]([C:13](=[O:14])[O:15][C:16]([CH3:17])([CH3:18])[CH3:19])([CH3:20])[CH3:21])[cH:22][cH:23]1.[CH3:48][N:49]([CH3:50])[CH:51]=[O:52].[Na+:46].[OH2:47]>>[CH3:1][O:2][CH2:3][CH2:4][N:5]([CH2:6][c:7]1[cH:8][cH:9][c:10]([O:11][C:12]([C:13](=[O:14])[O:15][C:16]([CH3:17])([CH3:18])[CH3:19])([CH3:20])[CH3:21])[cH:22][cH:23]1)[CH2:25][C:26](=[O:27])[NH:28][c:29]1[c:30]([CH3:41])[cH:31][c:32]([CH:35]2[CH2:36][CH2:37][CH2:38][CH2:39][CH2:40]2)[cH:33][cH:34]1.